describe an organic reaction: reactants, conditions, products, and yield From a dataset of the Open Reaction Database (ORD), a public repository of structured organic reaction records. Reactants: CNCC1CC1, O=S(=O)([O-])C(F)(F)F, C[NH+]1C=CN(S(=O)(=O)n2ccnc2)C1. Yields the product CN(CC1CC1)S(=O)(=O)n1ccnc1. RXN SMILES: [CH:1]1([CH2:4][NH:5][CH3:6])[CH2:2][CH2:3]1.[F:7][C:8]([F:9])([F:10])[S:11]([O-:12])(=[O:13])=[O:14].[n:15]1([S:20](=[O:21])(=[O:22])[N:23]2[CH:24]=[CH:25][NH+:26]([CH3:27])[CH2:28]2)[cH:16][n:17][cH:18][cH:19]1>>[CH:1]1([CH2:4][N:5]([CH3:6])[S:20]([n:15]2[cH:16][n:17][cH:18][cH:19]2)(=[O:21])=[O:22])[CH2:2][CH2:3]1. The reactants are formula III, C1(=CC=CC=C1)OC (anisole), phenol benzol__________________________________________________________________________, COC(C1=C(C=CC=C1)S)=O (2-Mercapto- benzoicacid-methylester), 5-Isopropoxy-3-methyl-2 C15H21NO4, 5-Isopropoxy-3-methyl-2 C17H26O2, 5-Isopropoxy-3-methyl C15H21ClOS, C(C)C1=CC=CC=C1 (ethylbenzol), 5-Isopropoxy-3-methyl C16H24O3, BrC1=CC=CC=C1 (bromobenzol), III, 5-Isopropoxy-3-methyl-2, 1,3-dichloro C15H20Cl2O2, 2-(5-Isopropoxy-3- methyl-2-pentenylthio) C17H24O3S, CC(C=CCC)OC1=CC=C(C=C1)SC (4-(Methyl- 2-pentenyloxy)-thioanisole), 5-Isopropoxy-3-methyl C16H24O2S, [N+](=O)([O-])C1=CC=CC=C1 (nitrobenzol), Br Cl, C(C1=CC=CC=C1)(=O)O (benzoic- acid). Solvent: ClC1=CC=CC=C1 (chlorobenzol). Yields the product C(C)(C)OCCC(=CCOC1=CC2=C(OCO2)C=C1)C (5-(5-Isopropoxy-3-methyl-2-pentenyloxy)-1,3-benzodioxol). As a reaction SMILES: C[O:2][C:3](=[O:11])C1C=CC=CC=1S.[C:12](O)(=O)[C:13]1[CH:18]=[CH:17]C=C[CH:14]=1.BrC1C=CC=CC=1.[C:28]1([O:34][CH3:35])[CH:33]=[CH:32][CH:31]=[CH:30][CH:29]=1.[CH3:36][CH:37]([O:42]C1C=CC(SC)=CC=1)[CH:38]=CCC.C(C1C=CC=CC=1)C.[N+](C1C=CC=CC=1)([O-])=O>ClC1C=CC=CC=1>[CH:37]([O:42][CH2:17][CH2:18][C:13]([CH3:12])=[CH:14][CH2:35][O:34][C:28]1[CH:33]=[CH:32][C:31]2[O:2][CH2:3][O:11][C:30]=2[CH:29]=1)([CH3:36])[CH3:38]. Procedure details: In analogous manner as described in Example 24, but using the starting compounds of formula III indicated in the following Table, the following compounds of general formula I are obtained:Ex. Empirical Molecu- Analysis % Starting com- formula lar nD20 Calc. pound of for- weight Found mula III C H Br Cl N S__________________________________________________________________________25 2-(5-Isopropoxy-3- methyl-2-pentenylthio)- C17H24O3S 308.4 1.5492 66.2 7.8 -- -- -- 10.4 2-Mercapto- benzoicacid-met...